From a dataset of the Open Reaction Database (ORD), a public repository of structured organic reaction records. describe an organic reaction: reactants, conditions, products, and yield Reactants: CN1C=NC(=C1CO)C1=CC=CC=C1 ((1-methyl-4-phenyl-1H-imidazol-5-yl)methanol), CN1C=NC(=C1CO)C1=CC=CC=C1 ((1-methyl-4-phenyl-1H-imidazol-5-yl)methanol). The reagents and catalysts are [O-2].[O-2].[Mn+4] (Manganese dioxide). Solvent: O1CCOCC1 (dioxane). Reaction conditions: temperature 80 celsius. Product: CN1C=NC(=C1C=O)C1=CC=CC=C1 (1-Methyl-4-phenyl-1H-imidazole-5-carbaldehyde). Yield: 86.1%. Reaction SMILES: [CH3:1][N:2]1[C:6]([CH2:7][OH:8])=[C:5]([C:9]2[CH:14]=[CH:13][CH:12]=[CH:11][CH:10]=2)[N:4]=[CH:3]1>O1CCOCC1.[O-2].[O-2].[Mn+4]>[CH3:1][N:2]1[C:6]([CH:7]=[O:8])=[C:5]([C:9]2[CH:14]=[CH:13][CH:12]=[CH:11][CH:10]=2)[N:4]=[CH:3]1 |f:2.3.4|. Reported procedure: Manganese dioxide (11.5 g) was added to a suspension of (1-methyl-4-phenyl-1H-imidazol-5-yl)methanol (intermediate 1) (5.75 g) in dioxane (100 mL), and the resulting mixture heated to 80° C. for 8 hours, and allowed to cool to ambient temperature overnight. The mixture was reheated to 80° C., filtered through diatomaceous earth and the cake washed well with acetone. Purification by flash chromatography on silica eluting with EtOAc:hexane (50:50 to 100:0) gave the title compound (4.90 g, 86%) as ... Reactants: solution, C(CCC)[Li] (n-butyllithium), CCCCCC (n-hexane), C(C)OC(CP(=O)(OCC)OCC)=O (diethylphosphonoacetic acid ethyl ester), ClC1=C(N(C(=N1)C1=CC=CC=C1)C)C=O (5-chloro-3-methyl-2-phenyl-3H-imidazole-4-carbaldehyde). Run in C1CCOC1 (THF), C1CCOC1 (THF). Reaction conditions: temperature 0 celsius, time 30 minute. Product: C(C)OC(C=CC=1N(C(=NC1Cl)C1=CC=CC=C1)C)=O (3-(5-chloro-3-methyl-2-phenyl-3H-imidazol-4-yl)-acrylic acid ethyl ester). As a reaction SMILES: C([Li])CCC.CCCCCC.[CH2:12]([O:14][C:15](=[O:25])[CH2:16]P(OCC)(OCC)=O)[CH3:13].[Cl:26][C:27]1[N:31]=[C:30]([C:32]2[CH:37]=[CH:36][CH:35]=[CH:34][CH:33]=2)[N:29]([CH3:38])[C:28]=1[CH:39]=O>C1COCC1>[CH2:12]([O:14][C:15](=[O:25])[CH:16]=[CH:39][C:28]1[N:29]([CH3:38])[C:30]([C:32]2[CH:33]=[CH:34][CH:35]=[CH:36][CH:37]=2)=[N:31][C:27]=1[Cl:26])[CH3:13]. Procedure: 2.72 ml of a 1.6 M solution of n-butyllithium in n-hexane (4.4 mmol) were added at 0° C. to a solution of 1.219 g (5.4 mmol) of diethylphosphonoacetic acid ethyl ester in 30 ml of dry THF. After stirring at 0° C. for 30 min, 0.8 g (3.8 mmol) of 5-chloro-3-methyl-2-phenyl-3H-imidazole-4-carbaldehyde in 10 ml of THF were added. The reaction mixture was allowed to stand overnight and then concentrated. The residue was taken up in 100 ml of ethyl acetate, and the solution washed three times with 30 ... Reactants: ClC1=NC=NC(=C1)C1=CC=C(C=C1)F (4-chloro-6-(4-fluorophenyl)pyrimidine), CC(C#CC)O (3-pentyn-2-ol), O (water), [H-].[Na+] (sodium hydride). Solvent: CN(C=O)C (N,N-dimethylformamide). Conditions: time 10 hour. Product: FC1=CC=C(C=C1)C1=NC=NC(=C1)OC(C#CC)C (4-(4-fluorophenyl)-6-(1-methyl-2-butynyloxy)pyrimidine). Yield: 48.5%. RXN SMILES: Cl[C:2]1[CH:7]=[C:6]([C:8]2[CH:13]=[CH:12][C:11]([F:14])=[CH:10][CH:9]=2)[N:5]=[CH:4][N:3]=1.[CH3:15][CH:16]([OH:20])[C:17]#[C:18][CH3:19].[H-].[Na+].O>CN(C)C=O>[F:14][C:11]1[CH:12]=[CH:13][C:8]([C:6]2[CH:7]=[C:2]([O:20][CH:16]([CH3:15])[C:17]#[C:18][CH3:19])[N:3]=[CH:4][N:5]=2)=[CH:9][CH:10]=1 |f:2.3|. Procedure: In 10 ml of N,N-dimethylformamide were dissolved 344 mg of 4-chloro-6-(4-fluorophenyl)pyrimidine and 166 mg of 3-pentyn-2-ol, to which 166 mg of sodium hydride (60% in oil) was added, followed by stirring at room temperature for 10 hours. The reaction mixture was then poured into water and extracted with ethyl acetate. The organic layer was washed with a saturated aqueous sodium chloride solution, dried over anhydrous magnesium sulfate, and then concentrated. The resulting residue was subjected ...